This data is from the Open Reaction Database (ORD), a public repository of structured organic reaction records. The task is: describe an organic reaction: reactants, conditions, products, and yield Starting materials: N(=[N+]=[N-])CCCCC#N (5-azidovaleronitrile), C(C)O (ethanol), [OH-].[K+] (potassium hydroxide). Run in O (water). Reaction conditions: temperature 23 celsius. Yields the product N(=[N+]=[N-])CCCCC(=O)O (5-Azidovaleric acid). As a reaction SMILES: [N:1]([CH2:4][CH2:5][CH2:6]CC#N)=[N+:2]=[N-:3].[OH-:10].[K+].[CH2:12]([OH:14])[CH3:13]>O>[N:1]([CH2:4][CH2:5][CH2:6][CH2:13][C:12]([OH:10])=[O:14])=[N+:2]=[N-:3] |f:1.2|. Reported procedure: A solution of 5-azidovaleronitrile (12.4 g, 0.1 mol) in ethanol (50 ml) was diluted with water (12 ml) and treated with potassium hydroxide (8.4 g, 0.15 mol). The reaction mixture was refluxed for 18 h, cooled to 23° C. and washed with ether. The aqueous solution was acidified with concentrated hydrochloric acid, saturated with sodium chloride and extracted with ethyl acetate. The organic extracts were combined and dried over anhydrous sodium sulfate. The ethyl acetate was evaporated under reduc...